From a dataset of the Open Reaction Database (ORD), a public repository of structured organic reaction records. describe an organic reaction: reactants, conditions, products, and yield The reactants are [Na] (sodium), C1OC=2C=C(C=CC2O1)O (3,4-methylendioxyphenol), BrCC=CCBr (1,4-dibromo-2-butene). The solvent is COCCOC (1,2-dimethoxyethane). Run at time 1 hour. Product: BrCC=CCOC1=CC2=C(OCO2)C=C1 (5-(4-bromo-2-butenyloxy)-1,3-benzodioxol). Reaction SMILES: [Na].[CH2:2]1[O:10][C:9]2[CH:8]=[CH:7][C:6]([OH:11])=[CH:5][C:4]=2[O:3]1.[Br:12][CH2:13][CH:14]=[CH:15][CH2:16]Br>COCCOC>[Br:12][CH2:13][CH:14]=[CH:15][CH2:16][O:11][C:6]1[CH:7]=[CH:8][C:9]2[O:10][CH2:2][O:3][C:4]=2[CH:5]=1 |^1:0|. Procedure details: 6.4 g (0.04 mol) of sodium salt of 3,4-methylendioxyphenol are added at -20° to a solution of 8.6 g (0.04 mol) of 1,4-dibromo-2-butene in 100 cc of 1,2-dimethoxyethane. The mixture is stirred at 0° for 3 hours and subsequently at room temperature for 1 hour. The solvent is distilled off at reduced pressure and the residue is taken up in ether. The ether solution is extracted with saturated salt solution, is dried with sodium sulphate and evaporated. The residue is purified by chromatography on s... Starting materials: CC(C)([O-])C.[K+] (potassium tert-butoxide), C1(=CC=CC=C1)C1C(NCCC1)=O (3-phenylpiperidin-2-one), BrCC(=O)OCC (ethyl 2-bromoacetate). Procedure: To a suspension of the product from Example 91B (1.08 g, 6.16 mmol) in tetrahydrofuran (10 mL) at 0° C. was added potassium tert-butoxide (1.0 Min tetrahydrofuran) (6.78 mL, 6.78 mmol). After stirring for 20 minutes, ethyl 2-bromoacetate (0.750 mL, 6.78 mmol) was added, and the reaction was allowed to warm to room temperature. After stirring for 3 hours, the reaction was poured in ethyl acetate/water (1:1, 200 mL). The organic layer was washed with brine (100 mL), dried over magnesium sulfate an... Yields the product O=C1N(CCCC1C1=CC=CC=C1)CC(=O)OCC (ethyl 2-(2-oxo-3-phenylpiperidin-1-yl)acetate). Reaction SMILES: [C:1]1([CH:7]2[CH2:12][CH2:11][CH2:10][NH:9][C:8]2=[O:13])[CH:6]=[CH:5][CH:4]=[CH:3][CH:2]=1.CC(C)([O-])C.[K+].Br[CH2:21][C:22]([O:24][CH2:25][CH3:26])=[O:23]>O1CCCC1.C(OCC)(=O)C.O>[O:13]=[C:8]1[CH:7]([C:1]2[CH:2]=[CH:3][CH:4]=[CH:5][CH:6]=2)[CH2:12][CH2:11][CH2:10][N:9]1[CH2:21][C:22]([O:24][CH2:25][CH3:26])=[O:23] |f:1.2,5.6|. Solvent: C(C)(=O)OCC.O (ethyl acetate water), O1CCCC1 (tetrahydrofuran). Run at time 20 minute. Starting materials: ClC=1C(=CC(=NC1)C(=O)O)I (5-chloro-4-iodo-pyridine-2-carboxylic acid), O1CC(C1)O (Oxetan-3-ol), [H-].[Na+] (sodium hydride). Solvent: CN(C)C=O (DMF). Conditions: temperature 120 celsius, time 25 hour. The product is ClC=1C(=CC(=NC1)C(=O)O)OC1COC1 (5-Chloro-4-(oxetan-3-yloxy)-pyridine-2-carboxylic acid). The yield is 110.8%. As a reaction SMILES: [Cl:1][C:2]1[C:3](I)=[CH:4][C:5]([C:8]([OH:10])=[O:9])=[N:6][CH:7]=1.[O:12]1[CH2:15][CH:14]([OH:16])[CH2:13]1.[H-].[Na+]>CN(C=O)C>[Cl:1][C:2]1[C:3]([O:16][CH:14]2[CH2:15][O:12][CH2:13]2)=[CH:4][C:5]([C:8]([OH:10])=[O:9])=[N:6][CH:7]=1 |f:2.3|. Procedure details: To a solution of 5-chloro-4-iodo-pyridine-2-carboxylic acid (CAN 120643-06-3, 360 mg, 1.27 mmol) in DMF (10 mL) was added with stirring Oxetan-3-ol (CAN 7748-36-9, 104 mg, 1.4 mmol) and sodium hydride 60% (107 mg, 2.67 mmol). The resulting mixture was stirred at room temperature for 30 min and at 120° C. for 25 h, cooled and the reaction mixture was concentrated in vacuo. The residue was suspended with ethylacetate, transferred into a separatory funnel and extracted with 4.0 mL of 0.5M aqueous s... Starting materials: Fc1ccc(S)cc1, [H-], CC(C)(C)OC(=O)N1CCC(CCI)CC1, [Na+], C1CCOC1. Product: CC(C)(C)OC(=O)N1CCC(CCSc2ccc(F)cc2)CC1. RXN SMILES: [F:3][c:4]1[cH:5][cH:6][c:7]([SH:10])[cH:8][cH:9]1.[H-:1].[I:11][CH2:12][CH2:13][CH:14]1[CH2:15][CH2:16][N:17]([C:20](=[O:21])[O:22][C:23]([CH3:24])([CH3:25])[CH3:26])[CH2:18][CH2:19]1.[Na+:2].[O:27]1[CH2:28][CH2:29][CH2:30][CH2:31]1>>[F:3][c:4]1[cH:5][cH:6][c:7]([S:10][CH2:12][CH2:13][CH:14]2[CH2:15][CH2:16][N:17]([C:20](=[O:21])[O:22][C:23]([CH3:24])([CH3:25])[CH3:26])[CH2:18][CH2:19]2)[cH:8][cH:9]1. Starting materials: C(O)C(CC)(CO)CO (Trimethylolpropane), [OH-].[Na+] (sodium hydroxide). Conditions: temperature 100 celsius, time 1 hour. The product is C1CO1.C(O)C(CC)(CO)CO (trimethylol propane ethylene oxide). As a reaction SMILES: [CH2:1]([C:3]([CH2:8][OH:9])([CH2:6][OH:7])[CH2:4][CH3:5])[OH:2].[OH-].[Na+]>>[CH2:8]1[O:9][CH2:3]1.[CH2:1]([C:3]([CH2:8][OH:9])([CH2:6][OH:7])[CH2:4][CH3:5])[OH:2] |f:1.2,3.4|. Reported procedure: Trimethylolpropane (Wako Pure Chemical Industries, Ltd., 200 g, hereinafter also referred to as “TMP”) and a 30% sodium hydroxide aqueous solution (3.62 g) were charged into a pressure-resistant reaction vessel equipped with a stirrer. The temperature of the reaction system was heated up to 100° C. with an oil bath. The pressure of the reaction system was reduced to 100 mmTorr for 1 hour with a vacuum pump while nitrogen was slowly bubbled into the reaction system, and thereby water (2.53 g) was...